Task: describe an organic reaction: reactants, conditions, products, and yield. Dataset: the Open Reaction Database (ORD), a public repository of structured organic reaction records Reactants: ClC=1C=C(C=C(C1OC1=CC(=CC(=C1)Cl)Cl)Cl)NC(OCC)=O (Ethyl [3,5-dichloro-4-(3,5-dichlorophenoxy)phenyl]carbamate), Cl (hydrochloric acid). Run in O (water). Product: CN1C(N(C=C1)C1=CC(=C(C(=C1)Cl)OC1=CC(=CC(=C1)Cl)Cl)Cl)=O (1-methyl-3-[3,5-dichloro-4-(3,5-dichlorophenoxy) phenyl]-4-imidazolin-2-one). Reaction SMILES: [Cl:1][C:2]1[CH:3]=[C:4]([NH:18][C:19](=[O:23])OCC)[CH:5]=[C:6]([Cl:17])[C:7]=1[O:8][C:9]1[CH:14]=[C:13]([Cl:15])[CH:12]=[C:11]([Cl:16])[CH:10]=1.Cl>O>[CH3:19][N:18]1[CH:4]=[CH:3][N:18]([C:4]2[CH:5]=[C:6]([Cl:17])[C:7]([O:8][C:9]3[CH:10]=[C:11]([Cl:16])[CH:12]=[C:13]([Cl:15])[CH:14]=3)=[C:2]([Cl:1])[CH:3]=2)[C:19]1=[O:23]. Procedure details: Ethyl [3,5-dichloro-4-(3,5-dichlorophenoxy)phenyl]carbamate (0.02 mole), water (30 ml) and concentrated hydrochloric acid (3 ml) are charged into a glass reaction vessel fitted with a mechanical stirrer, thermometer and condenser. The mixture is refluxed for a period of about 30 minutes and then cooled and extracted with ethyl acetate. The extract is washed with dilute aqueous sodium bicarbonate, with two portions of water and is then dried. The ethyl acetate is removed by mild warming under red...